Dataset: the Open Reaction Database (ORD), a public repository of structured organic reaction records. Task: describe an organic reaction: reactants, conditions, products, and yield The reactants are ClC(C(=O)Cl)Cl (dichloroacetyl chloride), ClC(C(=O)Cl)Cl (dichloroacetyl chloride), CC1NCCC2=CC=CC=C12 (1-methyl-1,2,3,4-tetrahydroisoquinoline), ClC(C(=O)Cl)Cl (dichloroacetyl chloride), Cl (HCl). The solvent is C1(=CC=CC=C1)C (toluene), C1(=CC=CC=C1)C (toluene), C1(=CC=CC=C1)C (toluene). Run at temperature 10 celsius. Product: ClC(C(=O)N1C(C2=CC=CC=C2CC1)C)Cl (2-(dichloroacetyl)-1-methyl-1,2,3,4-tetrahydroisoquinoline). Yield: 97.7%. Reaction SMILES: [CH3:1][CH:2]1[C:11]2[C:6](=[CH:7][CH:8]=[CH:9][CH:10]=2)[CH2:5][CH2:4][NH:3]1.[Cl:12][CH:13]([Cl:17])[C:14](Cl)=[O:15].Cl>C1(C)C=CC=CC=1>[Cl:12][CH:13]([Cl:17])[C:14]([N:3]1[CH2:4][CH2:5][C:6]2[C:11](=[CH:10][CH:9]=[CH:8][CH:7]=2)[CH:2]1[CH3:1])=[O:15]. Procedure details: A reaction vessel was charged with 2723 ml acetonitrile which was held under a nitrogen blanket. With the reaction vessel cooled in an ice bath, 1888.5 g stannic chloride was added gradually below the surface of the acetonitrile with stirring over a period of 2 hours 20 minutes. During the addition period, the temperature of the reaction mixture varied between 3° C. and 39° C. The mixture was allowed to stand overnight at room temperature. With the reaction mixture at 22° C., 916 g 2-chloroethyl...